Dataset: the Open Reaction Database (ORD), a public repository of structured organic reaction records. Task: describe an organic reaction: reactants, conditions, products, and yield The reactants are C(C)(C)(C)N1N=C(C=C1N)C1=CC=CC=C1 (2-tert-butyl-5-phenyl-2H-pyrazol-3-ylamine), C(C1=CC=CC=C1)(=O)CC(=O)OCC (ethyl benzoylacetate). The solvent is CCOC(=O)C (EtOAc), CC(=O)O (AcOH). Conditions: temperature 110 celsius. Yields the product C(C)(C)(C)N1N=C(C2=C1NC(C=C2C2=CC=CC=C2)=O)C2=CC=CC=C2 (1-tert-Butyl-3,4-diphenyl-1,7-dihydro-pyrazolo[3,4-b]pyridin-6-one). Yield: 15.7%. As a reaction SMILES: [C:1]([N:5]1[C:9]([NH2:10])=[CH:8][C:7]([C:11]2[CH:16]=[CH:15][CH:14]=[CH:13][CH:12]=2)=[N:6]1)([CH3:4])([CH3:3])[CH3:2].[C:17]([CH2:25][C:26](OCC)=[O:27])(=O)[C:18]1[CH:23]=[CH:22][CH:21]=[CH:20][CH:19]=1>CC(O)=O.CCOC(C)=O>[C:1]([N:5]1[C:9]2[NH:10][C:26](=[O:27])[CH:25]=[C:17]([C:18]3[CH:23]=[CH:22][CH:21]=[CH:20][CH:19]=3)[C:8]=2[C:7]([C:11]2[CH:16]=[CH:15][CH:14]=[CH:13][CH:12]=2)=[N:6]1)([CH3:4])([CH3:2])[CH3:3]. Procedure details: To a stirring solution of crude 2-tert-butyl-5-phenyl-2H-pyrazol-3-ylamine (4.0 g, 18.6 mmol) in AcOH (25 mL) was added ethyl benzoylacetate (6.6 mL, 37.2 mmol). The reaction was then heated to 110° C. for 48 hr, at which time the reaction was cooled to room temperature, diluted with EtOAc, and quenched with a saturated aqueous solution of NaHCO3. The organic layer was dried over MgSO4, filtered through a fritted funnel, and concentrated under reduced pressure. Purification of this material was ... Reactants: C1[C@H](NC(=O)S1)C(=O)O (L-2-oxothiazolidine-4-carboxylate), P(O)(=O)(OP(=O)(O)OP(=O)(O)O)OC[C@@H]1[C@H]([C@H]([C@@H](O1)N1C=NC=2C(N)=NC=NC12)O)O (adenosine triphosphate). The product is C(=O)(O)SC[C@H](N)C(=O)O (S-carboxyl cysteine). Reaction SMILES: [CH2:1]1[S:6][C:4](=[O:5])[NH:3][C@@H:2]1[C:7]([OH:9])=[O:8].P(OC[C@H]1O[C@@H](N2C3N=CN=C(N)C=3N=C2)[C@H](O)[C@@H]1O)(OP(OP(O)(O)=O)(O)=O)(=O)[OH:11]>>[C:4]([S:6][CH2:1][C@@H:2]([C:7]([OH:9])=[O:8])[NH2:3])([OH:11])=[O:5]. Reported procedure: L-2-oxothiazolidine-4-carboxylate, in vitro, is subjected to the action of 5-oxo-L-prolinase in the presence of adenosine triphosphate to produce S-carboxyl cysteine. S-carboxyl cysteine is then decarboxylated to produce cysteine. Cysteine is then metabolized to provide glutathione. See, U.S. Pat. Nos.: 4,335,210; 4,434,158; 4,438,124; 4,665,082; and 4,647,571 the disclosure of which are incorporated herein by reference.